From a dataset of the Open Reaction Database (ORD), a public repository of structured organic reaction records. describe an organic reaction: reactants, conditions, products, and yield Starting materials: ( T ), CC=1N(C(=C(N1)C1=CC=CC=C1)C1=CC=CC=C1)CCCCCC(C(=O)O)(C(=O)O)C1=CC=CC=C1 (2-[5-(2-Methyl-4,5-diphenyl-imidazol-1-yl)-pentyl]-2-phenyl-malonic acid). The solvent is C(C)(=O)O (Acetic Acid). Yields the product CC=1N(C(=C(N1)C1=CC=CC=C1)C1=CC=CC=C1)CCCCCC(C(=O)O)C1=CC=CC=C1 (7-(2-Methyl-4,5-diphenyl-imidazol-1-yl)-2-phenyl-heptanoic acid). Reaction SMILES: [CH3:1][C:2]1[N:3]([CH2:19][CH2:20][CH2:21][CH2:22][CH2:23][C:24]([C:31]2[CH:36]=[CH:35][CH:34]=[CH:33][CH:32]=2)(C(O)=O)[C:25]([OH:27])=[O:26])[C:4]([C:13]2[CH:18]=[CH:17][CH:16]=[CH:15][CH:14]=2)=[C:5]([C:7]2[CH:12]=[CH:11][CH:10]=[CH:9][CH:8]=2)[N:6]=1>C(O)(=O)C>[CH3:1][C:2]1[N:3]([CH2:19][CH2:20][CH2:21][CH2:22][CH2:23][CH:24]([C:31]2[CH:32]=[CH:33][CH:34]=[CH:35][CH:36]=2)[C:25]([OH:27])=[O:26])[C:4]([C:13]2[CH:18]=[CH:17][CH:16]=[CH:15][CH:14]=2)=[C:5]([C:7]2[CH:8]=[CH:9][CH:10]=[CH:11][CH:12]=2)[N:6]=1. Procedure: (Scheme 4 (T)) A solution of starting material 2-[5-(2-Methyl-4,5-diphenyl-imidazol-1-yl)-pentyl]-2-phenyl-malonic acid (580 mg, 1.32 mmole)) in glacial Acetic Acid (20 ml) was let stirred under reflux for 18 hrs. The next day, the reaction was let cooled to room temperature and concentrated in vacuo. Product was obtained (398.6 mg, 77.7%). 1H NMR (CDCl3): δ1.11 (b, 4H), 1.42 (bd, 2H), 1.59 (m, 1H), 1.96 (m, 1H), 2.55 (s, 3H), 3.43 (t, 1H), 3.96 (t, 2H), 7.199 (m, 3H), 7.27 (m, 7H), 7.39 (m, 2H)... The reactants are Cc1cc(O)c(Cl)c(=O)n1-c1c(F)cccc1F, Fc1ccc(CBr)c(F)c1, [K+], [K+], O=C([O-])[O-], O. Yields the product Cc1cc(OCc2ccc(F)cc2F)c(Cl)c(=O)n1-c1c(F)cccc1F. RXN SMILES: [Cl:1][c:2]1[c:3](=[O:18])[n:4](-[c:10]2[c:11]([F:17])[cH:12][cH:13][cH:14][c:15]2[F:16])[c:5]([CH3:9])[cH:6][c:7]1[OH:8].[F:25][c:26]1[c:27]([CH2:28][Br:29])[cH:30][cH:31][c:32]([F:34])[cH:33]1.[K+:19].[K+:20].[O-:21][C:22]([O-:23])=[O:24].[OH2:35]>>[Cl:1][c:2]1[c:3](=[O:18])[n:4](-[c:10]2[c:11]([F:17])[cH:12][cH:13][cH:14][c:15]2[F:16])[c:5]([CH3:9])[cH:6][c:7]1[O:8][CH2:28][c:27]1[c:26]([F:25])[cH:33][c:32]([F:34])[cH:31][cH:30]1. Reactants: COC(=O)NC1=C2C(OCC2=C(C(=C1C/C=C(/CCC(=O)OC)\C)OC)C)=O (methyl (E)-6-(1,3-dihydro-4-methoxycarbonylamino-6-methoxy-7-methyl-3-oxoisobenzofuran-5-yl)-4-methyl-4-hexenoate), O[Li].O (LiOH-H2O). The solvent is CO.O (MeOH-H2O). Yields the product COC(=O)NC1=C2C(OCC2=C(C(=C1C/C=C(/CCC(=O)O)\C)OC)C)=O ((E)-6-(1,3-dihydro-4-methoxycarbonylamino-6-methoxy-7-methyl-3-oxoisobenzofuran-5-yl)-4-methyl-4-hexenoic acid). Yield: 62.2%. As a reaction SMILES: [CH3:1][O:2][C:3]([NH:5][C:6]1[C:14]([CH2:15]/[CH:16]=[C:17](\[CH3:24])/[CH2:18][CH2:19][C:20]([O:22]C)=[O:21])=[C:13]([O:25][CH3:26])[C:12]([CH3:27])=[C:11]2[C:7]=1[C:8](=[O:28])[O:9][CH2:10]2)=[O:4].O[Li].O>CO.O>[CH3:1][O:2][C:3]([NH:5][C:6]1[C:14]([CH2:15]/[CH:16]=[C:17](\[CH3:24])/[CH2:18][CH2:19][C:20]([OH:22])=[O:21])=[C:13]([O:25][CH3:26])[C:12]([CH3:27])=[C:11]2[C:7]=1[C:8](=[O:28])[O:9][CH2:10]2)=[O:4] |f:1.2,3.4|. Reported procedure: A solution of methyl (E)-6-(1,3-dihydro-4-isocyanato-6-methoxy-7-methyl-3-oxoisobenzofuran-5-yl)-4-methyl-4-hexenoate (1.0 g) in 10 ml methanol was heated to reflux for 4 hours and then evaporated to dryness. The residue was recrystallized from acetone/hexane to give 0.41 g of methyl (E)-6-(1,3-dihydro-4-methoxycarbonylamino-6-methoxy-7-methyl-3-oxoisobenzofuran-5-yl)-4-methyl-4-hexenoate. The ester (0.35 g) and 0.05 g of LiOH-H2O in 9 ml 2:1 MeOH-H2O was heated at reflux for 4 hours. The mixtur... Starting materials: CN(C=CC(=O)C1=C(OCC(COC2=CC=CC3=C2C(C=C(O3)C(=O)OCC)=O)O)C=CC=C1O)C (ethyl 5-(3-[2-{3-dimethylaminoacryloyl}-3-hydroxyphenoxy]-2-hydroxypropoxy)-4-oxo-4H-1-benzopyran-2-carboxylate), C(C)O (ethanol), Cl (hydrochloric acid), 10, O (water). Solvent: C(Cl)(Cl)Cl (chloroform). The product is O=C1C=COC2=C1C(=CC=C2)OCC(COC2=CC=CC1=C2C(C=C(O1)C(=O)OCC)=O)O (ethyl 5-(3-[4-oxo-4H-1-benzopyran-5-yloxy]-2-hydroxypropoxy)-4-oxo-4H-1-benzopyran-2-carboxylate). RXN SMILES: CN(C)[CH:3]=[CH:4][C:5]([C:7]1[C:34]([OH:35])=[CH:33][CH:32]=[CH:31][C:8]=1[O:9][CH2:10][CH:11]([OH:30])[CH2:12][O:13][C:14]1[C:19]2[C:20](=[O:29])[CH:21]=[C:22]([C:24]([O:26][CH2:27][CH3:28])=[O:25])[O:23][C:18]=2[CH:17]=[CH:16][CH:15]=1)=[O:6].C(O)C.Cl.O>C(Cl)(Cl)Cl>[O:6]=[C:5]1[C:7]2[C:8]([O:9][CH2:10][CH:11]([OH:30])[CH2:12][O:13][C:14]3[C:19]4[C:20](=[O:29])[CH:21]=[C:22]([C:24]([O:26][CH2:27][CH3:28])=[O:25])[O:23][C:18]=4[CH:17]=[CH:16][CH:15]=3)=[CH:31][CH:32]=[CH:33][C:34]=2[O:35][CH:3]=[CH:4]1. Procedure details: 0.200 parts of ethyl 5-(3-[2-{3-dimethylaminoacryloyl}-3-hydroxyphenoxy]-2-hydroxypropoxy)-4-oxo-4H-1-benzopyran-2-carboxylate were refluxed for 16 hours in 15.8 parts of ethanol containing 1 part of concentrated hydrochloric acid. The solution was poured into a stirred mixture of 10 parts of water and 73 parts of chloroform and the organic extract separated, and washed with 5% sodium bicarbonate solution and water. Evaporation of the chloroform gave a residue which was chromatographed on silica... Reaction SMILES: [F:1][C:2]1[CH:3]=[C:4]([CH:8]=[CH:9][CH:10]=1)[CH2:5][CH2:6]Br.[C-:11]#[N:12].[Na+]>CN(C=O)C>[F:1][C:2]1[CH:3]=[C:4]([CH:8]=[CH:9][CH:10]=1)[CH2:5][CH2:6][C:11]#[N:12] |f:1.2|. Solvent: CN(C)C=O (DMF). The product is FC=1C=C(CCC#N)C=CC1 (3-Fluorophenethyl Cyanide). The reactants are FC=1C=C(CCBr)C=CC1 (3-Fluorophenethyl bromide), [C-]#N.[Na+] (Sodium cyanide). Procedure details: 3-Fluorophenethyl bromide (23, 1.00 g, 12.3 mmol) was diluted in dry DMF (25 mL). Sodium cyanide (1.06 g, 61.6 mmol) was added in one portion, and the mixture was heated to 60° C. under argon for 16 h. The mixture was cooled and concentrated, and the residue was partitioned between EtOAc and H2O (50 mL each). The layers were separated, and the aqueous phase was extracted with EtOAc (2×20 mL). The organic layers were washed with H2O and sat. aq. NaCl (50 mL each), dried over anhydrous sodium sulf... Run at temperature 60 celsius. The yield is 34.8%. The reactants are C1(=CC=CC=C1)S(=O)(=O)CC(=O)O (phenylsulfonylacetic acid), C(O)(O)=O.NC(=N)N (guanidine carbonate). The product is C1(=CC=CC=C1)S(=O)(=O)CC(=O)[O-].NC(=[NH2+])N (Guanidinium phenylsulfonylacetate), product. RXN SMILES: [C:1]1([S:7]([CH2:10][C:11]([OH:13])=[O:12])(=[O:9])=[O:8])[CH:6]=[CH:5][CH:4]=[CH:3][CH:2]=1.C(=O)(O)O.[NH2:18][C:19]([NH2:21])=[NH:20]>>[C:1]1([S:7]([CH2:10][C:11]([O-:13])=[O:12])(=[O:9])=[O:8])[CH:2]=[CH:3][CH:4]=[CH:5][CH:6]=1.[NH2:20][C:19]([NH2:21])=[NH2+:18] |f:1.2,3.4|. Procedure details: Guanidinium phenylsulfonylacetate (Compound C14-A5) was prepared in an analagous manner from 2.310 g (0.01154 mol) of phenylsulfonylacetic acid and 1.039 g (0.005769 mol) of guanidine carbonate to afford 2.052 g of product; mp 137°-139° C. (dec). NMR was in agreement with the proposed structure. The reactants are C(=O)(Cl)Cl (phosgene), NC1=CC=CC=C1 (aniline), secondary amine. Run in C1(=CC=CC=C1)C (toluene). Yields the product C1(=CC=CC=C1)NC(=O)Cl (N-(phenyl)carbamyl chloride). RXN SMILES: [C:1]([Cl:4])(Cl)=[O:2].[NH2:5][C:6]1[CH:11]=[CH:10][CH:9]=[CH:8][CH:7]=1>C1(C)C=CC=CC=1>[C:6]1([NH:5][C:1]([Cl:4])=[O:2])[CH:11]=[CH:10][CH:9]=[CH:8][CH:7]=1. Procedure details: The intermediate is then reacted with a secondary amine in an aprotic solvent such as toluene at temperatures from room temperature or below up to the boiling point of the solvent. An example of this process is the reaction of phosgene with aniline to yield the intermediate N-(phenyl)carbamyl chloride which is then reacted with N-benzyl-n-butylamine to yield 1-benzyl-1-(n-butyl)-3-(phenyl)urea.